Dataset: the Open Reaction Database (ORD), a public repository of structured organic reaction records. Task: describe an organic reaction: reactants, conditions, products, and yield Starting materials: O[C@]1(C[C@@H](CCC1)C)CNC(=O)C=1C=2C=CC(=NC2C=CC1Cl)Cl (2,6-dichloro-quinoline-5-carboxylic acid ((1R,3R)-1-hydroxy-3methyl-cyclohexylmethyl)-amide), CCN(C(C)C)C(C)C (DIPEA), C(C)(C)C1C(N(CC1)N)C (3-isopropyl-methyl-amino-pyrrolidine). Product: O[C@]1(C[C@@H](CCC1)C)CNC(=O)C=1C=2C=CC(=NC2C=CC1Cl)N1C(C(CC1)C(C)C)(N)C (6-Chloro-2-(3-isopropyl-methyl-amino-pyrrolidin-1-yl)-quinoline-5-carboxylic acid ((1R,3R)-1-hydroxy-3-methyl-cyclohexylmethyl)-amide). As a reaction SMILES: [OH:1][C@:2]1([CH2:9][NH:10][C:11]([C:13]2[C:14]3[CH:15]=[CH:16][C:17](Cl)=[N:18][C:19]=3[CH:20]=[CH:21][C:22]=2[Cl:23])=[O:12])[CH2:7][CH2:6][CH2:5][C@@H:4]([CH3:8])[CH2:3]1.CC[N:27](C(C)C)C(C)C.[CH:34]([CH:37]1[CH2:41][CH2:40][N:39](N)[CH:38]1[CH3:43])([CH3:36])[CH3:35]>>[OH:1][C@:2]1([CH2:9][NH:10][C:11]([C:13]2[C:14]3[CH:15]=[CH:16][C:17]([N:39]4[CH2:40][CH2:41][CH:37]([CH:34]([CH3:36])[CH3:35])[C:38]4([CH3:43])[NH2:27])=[N:18][C:19]=3[CH:20]=[CH:21][C:22]=2[Cl:23])=[O:12])[CH2:7][CH2:6][CH2:5][C@@H:4]([CH3:8])[CH2:3]1. Procedure: The title compound was synthesized according to the procedure described in example 1 using 2,6-dichloro-quinoline-5-carboxylic acid ((1R,3R)-1-hydroxy-3methyl-cyclohexylmethyl)-amide, DIPEA and 3-isopropyl-methyl-amino-pyrrolidine. 1H NMR (400 MHz, DMSO-d6) δ ppm 8.75 (1H), 7.85 (m, 1H), 7.58 (2H), 7.05 (1H), 4.16 (s, 1H), 4.00 (t, 2H), 3.80 (t, 1H), 3.55 (m, 1H), 3.26 (m, 2H), 2.44 (m, 2H), 2.22 (s, 3H), 2.06 (m, 2H), 1.85 (m, 2H), 1.74-1.76 (m, 5H), 1.27 (t, 1H), 1.07 (t, 4H), 0.83 (d, 3H). m/...